This data is from the Open Reaction Database (ORD), a public repository of structured organic reaction records. The task is: describe an organic reaction: reactants, conditions, products, and yield The reactants are BrC=1C=C(C(=C(C1)F)C(OCC)OCC)F (5-bromo-2-(diethoxymethyl)-1,3-difluorobenzene), [Li]CCCC (n-BuLi), CC(=O)C (Acetone). Solvent: C(C)(C)(C)OC (t-butylmethylether). Reaction conditions: temperature -78 celsius, time 1 hour. Product: C(C)OC(C1=C(C=C(C=C1F)C(C)(C)O)F)OCC (2-[4-(Diethoxymethyl)-3,5-difluorophenyl]propan-2-ol). As a reaction SMILES: Br[C:2]1[CH:3]=[C:4]([F:16])[C:5]([CH:9]([O:13][CH2:14][CH3:15])[O:10][CH2:11][CH3:12])=[C:6]([F:8])[CH:7]=1.[Li]CCCC.[CH3:22][C:23]([CH3:25])=[O:24]>C(OC)(C)(C)C>[CH2:11]([O:10][CH:9]([O:13][CH2:14][CH3:15])[C:5]1[C:4]([F:16])=[CH:3][C:2]([C:23]([OH:24])([CH3:25])[CH3:22])=[CH:7][C:6]=1[F:8])[CH3:12]. Procedure: To a solution of 5-bromo-2-(diethoxymethyl)-1,3-difluorobenzene (14.7 g, 0.05 mol) in t-butylmethylether (290 mL) was added n-BuLi (21 mL of 2.5 M in hexanes, 0.052 mol) at −78° C. under argon. The reaction was then stirred at −78° C. for 1 hour. Acetone (4.9 mL, 0.065 mol) was added dropwise to the reaction mixture. The reaction solution was then slowly warmed to 0° C. and stirred for 30 min. The reaction was quenched with saturated aqueous sodium bicarbonate. The mixture was extracted with eth... Reactants: O=C1N(CCCCBr)CSC12CCCC2, CC#N, Cl, [I-], [Na+], c1ccc2c(N3CCNCC3)nsc2c1. The product is O=C1N(CCCCN2CCN(c3nsc4ccccc34)CC2)CSC12CCCC2. RXN SMILES: [Br:1][CH2:2][CH2:3][CH2:4][CH2:5][N:6]1[CH2:7][S:8][C:9]2([C:10]1=[O:11])[CH2:12][CH2:13][CH2:14][CH2:15]2.[CH3:34][C:35]#[N:36].[ClH:16].[I-:32].[Na+:33].[s:17]1[n:18][c:19]([N:26]2[CH2:27][CH2:28][NH:29][CH2:30][CH2:31]2)[c:20]2[c:21]1[cH:22][cH:23][cH:24][cH:25]2>>[CH2:2]([CH2:3][CH2:4][CH2:5][N:6]1[CH2:7][S:8][C:9]2([C:10]1=[O:11])[CH2:12][CH2:13][CH2:14][CH2:15]2)[N:29]1[CH2:28][CH2:27][N:26]([c:19]2[n:18][s:17][c:21]3[c:20]2[cH:25][cH:24][cH:23][cH:22]3)[CH2:31][CH2:30]1. Reactants: ClC1=CC(=CC=C1)C(=O)OO (3-chloroperbenzoic acid), COC1=CC=C(C=C1)C=1N=C(NC1C1=CC=C(C=C1)OC)SC1=C(C=CC=C1)F (4,5-bis(4-methoxyphenyl)-2-(2-fluorophenylthio)imidazole). Solvent: ClCCl (dichloromethane), ClCCl (dichloromethane). Run at time 3 hour. The product is COC1=CC=C(C=C1)C=1N=C(NC1C1=CC=C(C=C1)OC)S(=O)C1=C(C=CC=C1)F (4,5-bis(4-methoxyphenyl)-2-(2-fluorophenylsulfinyl)imidazole). The yield is 82.5%. RXN SMILES: ClC1C=CC=C(C(OO)=[O:9])C=1.[CH3:12][O:13][C:14]1[CH:19]=[CH:18][C:17]([C:20]2[N:21]=[C:22]([S:33][C:34]3[CH:39]=[CH:38][CH:37]=[CH:36][C:35]=3[F:40])[NH:23][C:24]=2[C:25]2[CH:30]=[CH:29][C:28]([O:31][CH3:32])=[CH:27][CH:26]=2)=[CH:16][CH:15]=1>ClCCl>[CH3:12][O:13][C:14]1[CH:15]=[CH:16][C:17]([C:20]2[N:21]=[C:22]([S:33]([C:34]3[CH:39]=[CH:38][CH:37]=[CH:36][C:35]=3[F:40])=[O:9])[NH:23][C:24]=2[C:25]2[CH:30]=[CH:29][C:28]([O:31][CH3:32])=[CH:27][CH:26]=2)=[CH:18][CH:19]=1. Reported procedure: A solution of 2.164 g of 3-chloroperbenzoic acid (80%) in 150 ml of dichloromethane is added dropwise to a solution of 4.07 g of 4,5-bis(4-methoxyphenyl)-2-(2-fluorophenylthio)imidazole in 100 ml of dichloromethane. The solution is stirred for 3 hours at room temperature, washed with sodium bicarbonate solution, dried over sodium sulfate, and concentrated under vacuum to dryness. The residue is chromatographed on 150 g of silica gel with acetone/hexane, thus obtaining 3.49 g of 4,5-bis(4-methoxy... Reactants: C1(CCCCC1)C=O (cyclohexanecarboxaldehyde), benzyl ester, [Cr](=O)(=O)([O-])Cl.[NH+]1=CC=CC=C1 (pyridinium chlorochromate), C(C)OC(=O)C12C=CC(CC1)CC2 (bicyclo[2.2.2]oct-2-en-1-yl-carboxylic acid ethyl ester), C12(CC3CC(CC(C1)C3)C2)OCC2=C(N=C(N2)C23C=CC(CC2)CC3)C(=O)O (5-(adamantan-1-yloxymethyl)-2-bicyclo[2.2.2]oct-2-en-1-yl-1H-imidazole4-carboxylic acid), C(C1=CC=CC=C1)OC(C1=CC(=CC=C1)N)=O (3-amino-benzoic acid benzyl ester). Product: C(C1=CC=CC=C1)OC(=O)C=1N=C(NC1COC12CC3CC(CC(C1)C3)C2)C23C=CC(CC2)CC3 (5-(Adamantan-1-yloxymethyl)-2-bicyclo[2.2.2]oct-2-en-1-yl-1H-imidazole-4-carboxylic acid benzyl ester), C(C1=CC=CC=C1)OC(C1=CC(=CC=C1)NC(=O)C=1N=C(NC1COC12CC3CC(CC(C1)C3)C2)C23C=CC(CC2)CC3)=O (3-{[5-(adamantan-1-yloxymethyl)-2-bicyclo[2.2.2]oct-2-en-1-yl-1H-imidazole4-carbonyl]-amino}-benzoic acid benzyl ester). RXN SMILES: [Cr](Cl)([O-])(=O)=O.[NH+]1C=CC=CC=1.C(O[C:15]([C:17]12[CH2:24][CH2:23][CH:20]([CH2:21][CH2:22]1)[CH:19]=[CH:18]2)=O)C.[CH:25]1([CH:31]=[O:32])[CH2:30][CH2:29][CH2:28][CH2:27][CH2:26]1.[C:33]12([O:43][CH2:44][C:45]3[NH:49][C:48]([C:50]45[CH2:57][CH2:56][CH:53]([CH2:54][CH2:55]4)[CH:52]=[CH:51]5)=[N:47][C:46]=3[C:58]([OH:60])=[O:59])[CH2:42][CH:37]3[CH2:38][CH:39]([CH2:41][CH:35]([CH2:36]3)[CH2:34]1)[CH2:40]2.[CH2:61]([O:68][C:69](=[O:77])[C:70]1[CH:75]=[CH:74][CH:73]=[C:72]([NH2:76])[CH:71]=1)[C:62]1[CH:67]=[CH:66][CH:65]=[CH:64][CH:63]=1>>[CH2:31]([O:32][C:58]([C:46]1[N:47]=[C:48]([C:50]23[CH2:57][CH2:56][CH:53]([CH2:54][CH2:55]2)[CH:52]=[CH:51]3)[NH:49][C:45]=1[CH2:44][O:43][C:33]12[CH2:42][CH:37]3[CH2:38][CH:39]([CH2:41][CH:35]([CH2:36]3)[CH2:34]1)[CH2:40]2)=[O:59])[C:25]1[CH:30]=[CH:29][CH:28]=[CH:27][CH:26]=1.[CH2:61]([O:68][C:69](=[O:77])[C:70]1[CH:75]=[CH:74][CH:73]=[C:72]([NH:76][C:58]([C:46]2[N:47]=[C:15]([C:17]34[CH2:22][CH2:21][CH:20]([CH2:23][CH2:24]3)[CH:19]=[CH:18]4)[NH:49][C:45]=2[CH2:44][O:43][C:33]23[CH2:42][CH:37]4[CH2:38][CH:39]([CH2:41][CH:35]([CH2:36]4)[CH2:34]2)[CH2:40]3)=[O:60])[CH:71]=1)[C:62]1[CH:63]=[CH:64][CH:65]=[CH:66][CH:67]=1 |f:0.1|. Procedure details: 5-(Adamantan-1-yloxymethyl)-2-bicyclo[2.2.2]oct-2-en-1-yl-1H-imidazole-4-carboxylic acid benzyl ester was prepared according to the procedure of Example 216, steps a, b, c and d with the modification that bicyclo[2.2.2]oct-2-en-1-yl-carbaldehyde (prepared by reduction and then pyridinium chlorochromate oxidation of bicyclo[2.2.2]oct-2-en-1-yl-carboxylic acid ethyl ester (C. A. Grob, M. Ohta, E. Renk and A. Weiss, Helv. Chim. Acta 1958, 41, 1191)) was used in step d instead of cyclohexanecarboxal... Starting materials: C1(CCCCC1)NC(=O)NCCCOC1=CC(=C(C=C1)[N+](=O)[O-])C=O (N-Cyclohexyl-N'-[3-(3-formyl-4-nitrophenoxy)propyl]urea), Cl (HCl), [Na] (Sodium), O=C1NC(C(N1)=O)P(OCC)(=O)OCC (diethyl 2,4-dioxoimidazolidine-5-phosphonate). The solvent is CCO (EtOH), CCO (EtOH). Reaction conditions: time 15 minute. Product: C1(CCCCC1)NC(=O)NCCCOC1=CC(=C(C=C1)[N+](=O)[O-])C=C1C(NC(N1)=O)=O (N-cyclohexyl-N'-[3-[4-nitro-3-[(2,4-dioxoimidazolidin-5-ylidene)-methyl]phenoxy] propyl]urea). Isolated yield 100.4%. Reaction SMILES: [Na].[O:2]=[C:3]1[NH:7][C:6](=[O:8])[CH:5](P(OCC)(=O)OCC)[NH:4]1.[CH:17]1([NH:23][C:24]([NH:26][CH2:27][CH2:28][CH2:29][O:30][C:31]2[CH:36]=[CH:35][C:34]([N+:37]([O-:39])=[O:38])=[C:33]([CH:40]=O)[CH:32]=2)=[O:25])[CH2:22][CH2:21][CH2:20][CH2:19][CH2:18]1.Cl>CCO>[CH:17]1([NH:23][C:24]([NH:26][CH2:27][CH2:28][CH2:29][O:30][C:31]2[CH:36]=[CH:35][C:34]([N+:37]([O-:39])=[O:38])=[C:33]([CH:40]=[C:5]3[NH:4][C:3](=[O:2])[NH:7][C:6]3=[O:8])[CH:32]=2)=[O:25])[CH2:22][CH2:21][CH2:20][CH2:19][CH2:18]1 |^1:0|. Procedure: Sodium (0.50 g, 20 mg atom) was dissolved in absolute EtOH (100 mL), diethyl 2,4-dioxoimidazolidine-5-phosphonate (4.70 g, 20 mmol) added and the mixture stirred at room temperature for about 15 minutes. N-Cyclohexyl-N'-[3-(3-formyl-4-nitrophenoxy)propyl]urea (5.33 g, 15 mmol) in EtOH (75 mL) was added and the mixture stirred for about 1 hour. The solution was acidifed with 2N HCl solution, concentrated to ca. 75 mL and diluted with water. After stirring overnight, a pale yellow solid was filter... Starting materials: BrC=1C=C2C3=NC(=C(N3C3CC(C2=CC1F)C3)I)I (9-bromo-10-fluoro-3,4-diiodo-2,5-diazatetracyclo[11.1.1.0[2,6]. 0[7,12]]pentadeca-3,5,7,9,11-pentaene), CC[Mg+].[Br-] (EtMgBr). Solvent: O1CCCC1 (tetrahydrofuran). Reaction conditions: temperature -40 celsius, time 30 minute. Yields the product BrC=1C=C2C3=NC(=CN3C3CC(C2=CC1F)C3)I (9-bromo-10-fluoro-4-iodo-2,5-diazatetracyclo[11.1.1.0[2,6].0[7,12]]pentadeca-3,5,7,9,11-pentaene). The yield is 89.3%. RXN SMILES: [Br:1][C:2]1[CH:3]=[C:4]2[C:13](=[CH:14][C:15]=1[F:16])[CH:12]1[CH2:17][CH:10]([CH2:11]1)[N:9]1[C:5]2=[N:6][C:7]([I:19])=[C:8]1I.CC[Mg+].[Br-]>O1CCCC1>[Br:1][C:2]1[CH:3]=[C:4]2[C:13](=[CH:14][C:15]=1[F:16])[CH:12]1[CH2:11][CH:10]([CH2:17]1)[N:9]1[C:5]2=[N:6][C:7]([I:19])=[CH:8]1 |f:1.2|. Procedure details: Into a 3000-mL 4-necked round-bottom flask purged and maintained with an inert atmosphere of nitrogen was placed a solution of 9-bromo-10-fluoro-3,4-diiodo-2,5-diazatetracyclo[11.1.1.0[2,6]. 0[7,12]]pentadeca-3,5,7,9,11-pentaene (252 g, 462.45 mmol, 1.00 equiv) in tetrahydrofuran (2000 mL), followed by the addition of EtMgBr (163 mL, 1.05 equiv, 3 M) dropwise with stirring at −40° C. over 30 min. The resulting solution was stirred at −40° C. for 30 min, quenched by the addition of 200 mL of NH4C...